Dataset: the Open Reaction Database (ORD), a public repository of structured organic reaction records. Task: describe an organic reaction: reactants, conditions, products, and yield Starting materials: CC(Cl)c1cccnc1, OC1=C(C=CC=C1)/C=C/C. Reagents/catalysts: O=C([O-])[O-].[Cs+].[Cs+] (cesium carbonate), [I-].[K+] (potassium iodide). Solvent: CN(C)C=O (DMF), CN(C)C=O (dmf), CN(C)C=O (DMF). Run at temperature 70 celsius, time 16 hour. Yields the product CC(C6=CC=CN=C6)OC7=C(C=CC=C7)/C=C/C. The reactants are COC1=CC=C(C=C1)[C@H]1C[C@H](N(C[C@@H]1OCC=1C=CC2=C(N(CCO2)CCCOC)C1)S(=O)(=O)C1=CC=C(C=C1)C)CC#N ([(2S,4R,5R)-4-(4-methoxy-phenyl)-5-[4-(3-methoxy-propyl)-3,4-dihydro-2H-benzo[1,4]oxazin-6-ylmethoxy]-1-(toluene-4-sulfonyl)-piperidin-2-yl]-acetonitrile), solution, O1CCCC1.B (borane tetrahydrofuran). Solvent: O1CCCC1 (tetrahydrofuran). Run at time 8 hour. The product is COC1=CC=C(C=C1)[C@H]1C[C@H](N(C[C@@H]1OCC=1C=CC2=C(N(CCO2)CCCOC)C1)S(=O)(=O)C1=CC=C(C=C1)C)CCN (2-[(2S,4R,5R)-4-(4-Methoxy-phenyl)-5-[4-(3-methoxy-propyl)-3,4-dihydro-2H-benzo[1,4]oxazin-6-ylmethoxy]-1-(toluene-4-sulfonyl)-piperidin-2-yl]-ethylamine). RXN SMILES: [CH3:1][O:2][C:3]1[CH:8]=[CH:7][C:6]([C@@H:9]2[C@@H:14]([O:15][CH2:16][C:17]3[CH:18]=[CH:19][C:20]4[O:25][CH2:24][CH2:23][N:22]([CH2:26][CH2:27][CH2:28][O:29][CH3:30])[C:21]=4[CH:31]=3)[CH2:13][N:12]([S:32]([C:35]3[CH:40]=[CH:39][C:38]([CH3:41])=[CH:37][CH:36]=3)(=[O:34])=[O:33])[C@H:11]([CH2:42][C:43]#[N:44])[CH2:10]2)=[CH:5][CH:4]=1.O1CCCC1.B>O1CCCC1>[CH3:1][O:2][C:3]1[CH:4]=[CH:5][C:6]([C@@H:9]2[C@@H:14]([O:15][CH2:16][C:17]3[CH:18]=[CH:19][C:20]4[O:25][CH2:24][CH2:23][N:22]([CH2:26][CH2:27][CH2:28][O:29][CH3:30])[C:21]=4[CH:31]=3)[CH2:13][N:12]([S:32]([C:35]3[CH:40]=[CH:39][C:38]([CH3:41])=[CH:37][CH:36]=3)(=[O:33])=[O:34])[C@H:11]([CH2:42][CH2:43][NH2:44])[CH2:10]2)=[CH:7][CH:8]=1 |f:1.2|. Procedure: To a solution of 1.9 g of [(2S,4R,5R)-4-(4-methoxy-phenyl)-5-[4-(3-methoxy-propyl)-3,4-dihydro-2H-benzo[1,4]oxazin-6-ylmethoxy]-1-(toluene-4-sulfonyl)-piperidin-2-yl]-acetonitrile (from example 25 g) in 30 ml of tetrahydrofuran are added 11.0 ml of a 1M solution of borane tetrahydrofuran. The reaction mixture is stirred overnight, quenched with methanol and concentrated under reduced pressure. The residue is purified by flash chromatography (SiO2 60 F) to afford the title compound as a yellow oi... The reactants are CC(=O)O, CC(C)S(=O)(=O)N1CC2(CCN(C(=O)OCc3ccccc3)C2)C1, ClCCl, [H][H]. Yields the product CC(C)S(=O)(=O)N1CC2(CCNC2)C1. RXN SMILES: [C:27]([OH:28])(=[O:29])[CH3:30].[CH:1]([CH3:2])([CH3:3])[S:4](=[O:5])(=[O:6])[N:7]1[CH2:8][C:9]2([CH2:10]1)[CH2:11][N:12]([C:15]([O:16][CH2:17][c:18]1[cH:19][cH:20][cH:21][cH:22][cH:23]1)=[O:24])[CH2:13][CH2:14]2.[Cl:31][CH2:32][Cl:33].[H:25][H:26]>>[CH:1]([CH3:2])([CH3:3])[S:4](=[O:5])(=[O:6])[N:7]1[CH2:8][C:9]2([CH2:10]1)[CH2:11][NH:12][CH2:13][CH2:14]2. The reactants are CCCC(=O)c1cnc2ccc(COC(=O)c3ccccc3)cc2c1Nc1ccccc1C, CO, [Na+], [OH-]. Product: CCCC(=O)c1cnc2ccc(CO)cc2c1Nc1ccccc1C. Reaction SMILES: [C:1]([CH2:2][CH2:3][CH3:4])(=[O:5])[c:6]1[cH:7][n:8][c:9]2[cH:10][cH:11][c:12]([CH2:24][O:25][C:26](=[O:27])[c:28]3[cH:29][cH:30][cH:31][cH:32][cH:33]3)[cH:13][c:14]2[c:15]1[NH:16][c:17]1[c:18]([CH3:23])[cH:19][cH:20][cH:21][cH:22]1.[CH3:36][OH:37].[Na+:35].[OH-:34]>>[C:1]([CH2:2][CH2:3][CH3:4])(=[O:5])[c:6]1[cH:7][n:8][c:9]2[cH:10][cH:11][c:12]([CH2:24][OH:25])[cH:13][c:14]2[c:15]1[NH:16][c:17]1[c:18]([CH3:23])[cH:19][cH:20][cH:21][cH:22]1. Procedure: A suspension of compound (2b) (0.188 g), 4-(1H-imidazol-4-yl)-1-isobutyl-1H-pyrazole (0.0837 g), and copper(I) oxide (0.003 g) in MeOH (200 mL) was stirred, open to air, at room temperature for 2 days. Chloroform was added to the reaction solution, which was then filtered using celite. The solvent was distilled off, and the residue was purified by neutral silica gel column chromatography (chloroform/methanol) to obtain a white solid. An aqueous sodium hydroxide solution (4 M, 0.093 mL) and a 30%... Isolated yield 26.0%. The reagents and catalysts are [Cu-]=O (copper(I) oxide). Reaction conditions: time 2 day. Solvent: CO (MeOH), CS(=O)C (DMSO), C(Cl)(Cl)Cl (Chloroform), C(C)O (ethanol). Reactants: OC1CCC(CC1)NC1=C(C#N)C=CC(=C1)C1=NC=CC2=C(C=CC=C12)B1OC(C(O1)(C)C)(C)C (2-(4-Hydroxycyclohexylamino)-4-(5-(4,4,5,5,-tetramethyl-1,3,2-dioxaborolan-2-yl)isoquinolin-1-yl)benzonitrile), N1C=NC(=C1)C=1C=NN(C1)CC(C)C (4-(1H-imidazol-4-yl)-1-isobutyl-1H-pyrazole), [OH-].[Na+] (sodium hydroxide), OO (hydrogen peroxide), O (Water). Reaction SMILES: O[CH:2]1[CH2:7][CH2:6][CH:5]([NH:8][C:9]2[CH:16]=[C:15]([C:17]3[C:26]4[C:21](=[C:22](B5OC(C)(C)C(C)(C)O5)[CH:23]=[CH:24][CH:25]=4)[CH:20]=[CH:19][N:18]=3)[CH:14]=[CH:13][C:10]=2[C:11]#[N:12])[CH2:4][CH2:3]1.[NH:36]1[CH:40]=[C:39]([C:41]2[CH:42]=[N:43][N:44]([CH2:46][CH:47]([CH3:49])[CH3:48])[CH:45]=2)[N:38]=[CH:37]1.[OH-:50].[Na+].OO.[OH2:54]>CO.CS(C)=O.[Cu-]=O.C(O)C.C(Cl)(Cl)Cl>[OH:50][CH:2]1[CH2:3][CH2:4][CH:5]([NH:8][C:9]2[CH:16]=[C:15]([C:17]3[C:26]4[C:21](=[C:22]([N:36]5[CH:40]=[C:39]([C:41]6[CH:42]=[N:43][N:44]([CH2:46][CH:47]([CH3:49])[CH3:48])[CH:45]=6)[N:38]=[CH:37]5)[CH:23]=[CH:24][CH:25]=4)[CH:20]=[CH:19][N:18]=3)[CH:14]=[CH:13][C:10]=2[C:11]([NH2:12])=[O:54])[CH2:6][CH2:7]1 |f:2.3|. Product: OC1CCC(CC1)NC1=C(C(=O)N)C=CC(=C1)C1=NC=CC2=C(C=CC=C12)N1C=NC(=C1)C=1C=NN(C1)CC(C)C (2-(4-Hydroxycyclohexylamino)-4-(5-(4-(1-isobutyl-1H-pyrazol-4-yl)-1H-imidazol-1-yl)isoquinolin-1-yl)benzamide).